Dataset: the Open Reaction Database (ORD), a public repository of structured organic reaction records. Task: describe an organic reaction: reactants, conditions, products, and yield The reactants are CC1=CC=C(C=C1)S(=O)(=O)OC[C@H]1COC2=CC=C3C(=C2O1)N=C(N3)C(F)(F)F ([(8R)-2-trifluoromethyl-7,8-dihydro-3H-6,9-dioxa-1,3-diaza-cyclopenta[a]naphthalen-8-yl]methyl 4-methylbenzenesulfonate), FC=1C=C2C(=CNC2=CC1)C=1CCNCC1 (5-fluoro-3-(1,2,3,6-tetrahydro-4-pyridinyl)-1H-indole). Run in CS(=O)C (DMSO), C(C)(=O)OCC (ethyl acetate). Reaction conditions: temperature 85 celsius. Yields the product FC=1C=C2C(=CNC2=CC1)C=1CCN(CC1)CC1COC2=CC=C3C(=C2O1)N=C(N3)C(F)(F)F (8-[4-(5-Fluoro-1H-indol-3-yl)-3,6-dihydro-2H-pyridin-1-ylmethyl]-2-trifluoromethyl-7,8-dihydro-3H-6,9-dioxa-1,3-diaza-cyclopenta[a]naphthalene). Isolated yield 79.4%. RXN SMILES: CC1C=CC(S(O[CH2:12][C@@H:13]2[O:22][C:21]3[C:16](=[CH:17][CH:18]=[C:19]4[NH:25][C:24]([C:26]([F:29])([F:28])[F:27])=[N:23][C:20]4=3)[O:15][CH2:14]2)(=O)=O)=CC=1.[F:30][C:31]1[CH:32]=[C:33]2[C:37](=[CH:38][CH:39]=1)[NH:36][CH:35]=[C:34]2[C:40]1[CH2:41][CH2:42][NH:43][CH2:44][CH:45]=1>CS(C)=O.C(OCC)(=O)C>[F:30][C:31]1[CH:32]=[C:33]2[C:37](=[CH:38][CH:39]=1)[NH:36][CH:35]=[C:34]2[C:40]1[CH2:41][CH2:42][N:43]([CH2:12][CH:13]2[O:22][C:21]3[C:16](=[CH:17][CH:18]=[C:19]4[NH:25][C:24]([C:26]([F:29])([F:28])[F:27])=[N:23][C:20]4=3)[O:15][CH2:14]2)[CH2:44][CH:45]=1. Procedure: A mixture of 0.50 g (1.2 mmole) of [(8R)-2-trifluoromethyl-7,8-dihydro-3H-6,9-dioxa-1,3-diaza-cyclopenta[a]naphthalen-8-yl]methyl 4-methylbenzenesulfonate and 1.0 g (4.6 mmole) of 5-fluoro-3-(1,2,3,6-tetrahydro-4-pyridinyl)-1H-indole in 5.0 mL of DMSO was heated at 85° C. under nitrogen for 6 hours. The reaction was allowed to come to room temperature, diluted to 250 mL with ethyl acetate, washed with 250 mL portions of saturated aqueous sodium bicarbonate and water, dried over sodium sulfate, f... Reactants: C1CNCCN1, CO, COc1cc2nc(N3CCN(S(=O)(=O)c4ccc(Cl)s4)CC3)nc(N)c2cc1OC, O=S(=O)(Cl)c1ccc(Cl)s1. Product: O=S(=O)(c1ccc(Cl)s1)N1CCNCC1. RXN SMILES: [CH2:31]1[NH:32][CH2:33][CH2:34][NH:35][CH2:36]1.[CH3:47][OH:48].[Cl:1][c:2]1[cH:3][cH:4][c:5]([S:7](=[O:8])(=[O:9])[N:10]2[CH2:11][CH2:12][N:13]([c:16]3[n:17][c:18]([NH2:19])[c:20]4[c:21]([cH:22][c:23]([O:24][CH3:25])[c:26]([O:27][CH3:28])[cH:29]4)[n:30]3)[CH2:14][CH2:15]2)[s:6]1.[Cl:37][c:38]1[s:39][c:40]([S:41]([Cl:42])(=[O:43])=[O:44])[cH:45][cH:46]1>>[Cl:1][c:2]1[cH:3][cH:4][c:5]([S:7](=[O:8])(=[O:9])[N:10]2[CH2:11][CH2:12][NH:13][CH2:14][CH2:15]2)[s:6]1. The product is Cc1cc(C)cc(Nc2ccc(C#N)cc2)c1. As a reaction SMILES: [C:15](#[N:16])[c:17]1[cH:18][cH:19][c:20]([NH2:21])[cH:22][cH:23]1.[CH3:24][C:25]([CH3:26])([O-:27])[CH3:28].[CH3:30][CH2:31][CH2:32][CH2:33][CH2:34][CH2:35][CH2:36][CH2:37][CH2:38][CH2:39][CH2:40][CH3:41].[Cu:51][I:52].[I:42][c:43]1[cH:44][c:45]([CH3:50])[cH:46][c:47]([CH3:49])[cH:48]1.[Na+:29].[O:53]1[CH2:54][CH2:55][O:56][CH2:57][CH2:58]1.[cH:1]1[cH:2][c:3]2[cH:4][cH:5][c:6]3[c:7]([c:8]2[n:9][cH:10]1)[n:11][cH:12][cH:13][cH:14]3>>[C:15](#[N:16])[c:17]1[cH:18][cH:19][c:20]([NH:21][c:43]2[cH:44][c:45]([CH3:50])[cH:46][c:47]([CH3:49])[cH:48]2)[cH:22][cH:23]1. Reactants: N#Cc1ccc(N)cc1, CC(C)(C)[O-], CCCCCCCCCCCC, [Cu]I, Cc1cc(C)cc(I)c1, [Na+], C1COCCO1, c1cnc2c(c1)ccc1cccnc12. Yields the product BrCC=1C=C(C=C(C1)F)CC(=O)O (2-(3-(Bromomethyl)-5-fluorophenyl)acetic acid). Reaction SMILES: C(OOC(=O)C1C=CC=CC=1)(=O)C1C=CC=CC=1.[F:19][C:20]1[CH:21]=[C:22]([CH2:27][C:28]([OH:30])=[O:29])[CH:23]=[C:24]([CH3:26])[CH:25]=1.[Br:31]N1C(=O)CCC1=O.O>C(Cl)Cl>[Br:31][CH2:26][C:24]1[CH:23]=[C:22]([CH2:27][C:28]([OH:30])=[O:29])[CH:21]=[C:20]([F:19])[CH:25]=1. Reported procedure: Benzoyl peroxide (0.05 g) was added to a mixture of 2-(3-fluoro-5-methylphenyl)acetic acid (0.518 g) and N-bromosuccinimide (0.6 g) in DCM (10 mL). The reaction was heated at reflux for 1 h. DCM (10 mL) and water (20 mL) were added and the organic phase separated. The organic layer was washed with brine (20 mL), dried over sodium sulphate, filtered and evaporated in vacuo. The residue was triturated with toluene and the resulting white solid removed by filtration. The mother liquors were evapora... The reactants are O (water), C(C1=CC=CC=C1)(=O)OOC(C1=CC=CC=C1)=O (Benzoyl peroxide), FC=1C=C(C=C(C1)C)CC(=O)O (2-(3-fluoro-5-methylphenyl)acetic acid), BrN1C(CCC1=O)=O (N-bromosuccinimide). Run in C(Cl)Cl (DCM), C(Cl)Cl (DCM). Starting materials: CC(C)(C)[Si](C)(C)Cl, CN(C)C=O, O=S(=O)(c1ccccc1)C(F)(F)F. Product: CC(C)(C)[Si](C)(C)C(F)(F)F. RXN SMILES: [C:1]([CH3:2])([CH3:3])([CH3:4])[Si:5]([CH3:6])([CH3:7])[Cl:8].[O:22]=[CH:23][N:24]([CH3:25])[CH3:26].[c:9]1([S:10](=[O:11])(=[O:12])[C:18]([F:19])([F:20])[F:21])[cH:13][cH:14][cH:15][cH:16][cH:17]1>>[C:1]([CH3:2])([CH3:3])([CH3:4])[Si:5]([CH3:6])([CH3:7])[C:18]([F:19])([F:20])[F:21]. Reactants: esters, CC1(CC(N(CC1)CC1=CC=C(C=C1)C(F)(F)F)C(=O)N[C@@H](C)C1=CC=C(C(=O)OC)C=C1)C (methyl 4-((1S)-1-(4,4-dimethyl-1-(4-(trifluoromethyl)benzyl)piperidine-2-carboxamido)ethyl)benzoate), O[Li].O (LiOH H2O). The product is CC1(CC(N(CC1)CC1=CC=C(C=C1)C(F)(F)F)C(=O)N[C@@H](C)C1=CC=C(C(=O)O)C=C1)C (4-((1S)-1-(4,4-dimethyl-1-(4-(trifluoromethyl)benzyl)piperidine-2-carboxamido)ethyl)benzoic acid). The yield is 81.5%. As a reaction SMILES: [CH3:1][C:2]1([CH3:34])[CH2:7][CH2:6][N:5]([CH2:8][C:9]2[CH:14]=[CH:13][C:12]([C:15]([F:18])([F:17])[F:16])=[CH:11][CH:10]=2)[CH:4]([C:19]([NH:21][C@H:22]([C:24]2[CH:33]=[CH:32][C:27]([C:28]([O:30]C)=[O:29])=[CH:26][CH:25]=2)[CH3:23])=[O:20])[CH2:3]1.O[Li].O>>[CH3:34][C:2]1([CH3:1])[CH2:7][CH2:6][N:5]([CH2:8][C:9]2[CH:10]=[CH:11][C:12]([C:15]([F:18])([F:17])[F:16])=[CH:13][CH:14]=2)[CH:4]([C:19]([NH:21][C@H:22]([C:24]2[CH:25]=[CH:26][C:27]([C:28]([OH:30])=[O:29])=[CH:32][CH:33]=2)[CH3:23])=[O:20])[CH2:3]1 |f:1.2|. Procedure details: The title compound (E13) (54.6 mg) was prepared according to the general procedure for esters hydrolysis (Method C) starting from methyl 4-((1S)-1-(4,4-dimethyl-1-(4-(trifluoromethyl)benzyl)piperidine-2-carboxamido)ethyl)benzoate (diastereoisomer 2) (D132b) (69 mg). (LiOH H2O: 4 eq; reaction time: 18 hrs) Starting materials: S(=O)(=O)(OC1CCC(CC1)(C1=CC=CC=C1)C1=CC=CC=C1)C1=CC=C(C)C=C1 (4,4-diphenylcyclohexyl tosylate), ClC1=C(C=C(C=C1)C1(CCNCC1)O)C(F)(F)F (4-(4-chloro-3-trifluoromethylphenyl)-4-piperidinol), C([O-])([O-])=O.[Na+].[Na+] (sodium carbonate). Run in C1(=CC=CC=C1)C (toluene). Product: O.Cl.C1(=CC=CC=C1)C1(CCC(CC1)N1CCC(CC1)(O)C1=CC(=C(C=C1)Cl)C(F)(F)F)C1=CC=CC=C1 (1-(4,4-diphenylcyclohexyl)-4-(4-chloro-3-trifluoromethylphenyl)-4-piperidinol hydrochloride monohydrate). As a reaction SMILES: S(C1C=CC(C)=CC=1)(O[CH:5]1[CH2:10][CH2:9][C:8]([C:17]2[CH:22]=[CH:21][CH:20]=[CH:19][CH:18]=2)([C:11]2[CH:16]=[CH:15][CH:14]=[CH:13][CH:12]=2)[CH2:7][CH2:6]1)(=O)=[O:2].[Cl:30][C:31]1[CH:36]=[CH:35][C:34]([C:37]2([OH:43])[CH2:42][CH2:41][NH:40][CH2:39][CH2:38]2)=[CH:33][C:32]=1[C:44]([F:47])([F:46])[F:45].C(=O)([O-])[O-].[Na+].[Na+]>C1(C)C=CC=CC=1>[OH2:2].[ClH:30].[C:11]1([C:8]2([C:17]3[CH:18]=[CH:19][CH:20]=[CH:21][CH:22]=3)[CH2:7][CH2:6][CH:5]([N:40]3[CH2:39][CH2:38][C:37]([C:34]4[CH:35]=[CH:36][C:31]([Cl:30])=[C:32]([C:44]([F:47])([F:45])[F:46])[CH:33]=4)([OH:43])[CH2:42][CH2:41]3)[CH2:10][CH2:9]2)[CH:12]=[CH:13][CH:14]=[CH:15][CH:16]=1 |f:2.3.4,6.7.8|. Procedure details: A mixture of 4.1 g of 4,4-diphenylcyclohexyl tosylate, 2.8 g of 4-(4-chloro-3-trifluoromethylphenyl)-4-piperidinol, 1.1 g of sodium carbonate and 400 ml of toluene is stirred under reflux for 48 hours. The reaction mixture is concentrated completely under reduced pressure, water is added to the residue, and the aqueous mixture is extracted with chloroform. The extract is washed with water and dried over sodium sulfate, and the solvent is removed. The esidual viscous oil is purified by column chr... Starting materials: Cc1cccc(Br)n1, Cc1cc(O)cc(C)c1Br, CCOC(C)=O, [Cu], [Na]. Yields the product Cc1cccc(Oc2cc(C)c(Br)c(C)c2)n1. RXN SMILES: [Br:12][c:13]1[n:14][c:15]([CH3:19])[cH:16][cH:17][cH:18]1.[Br:2][c:3]1[c:4]([CH3:11])[cH:5][c:6]([OH:10])[cH:7][c:8]1[CH3:9].[CH3:20][CH2:21][O:22][C:23](=[O:24])[CH3:25].[Cu:26].[Na:1]>>[Br:2][c:3]1[c:4]([CH3:11])[cH:5][c:6]([O:10][c:13]2[n:14][c:15]([CH3:19])[cH:16][cH:17][cH:18]2)[cH:7][c:8]1[CH3:9].